Dataset: the Open Reaction Database (ORD), a public repository of structured organic reaction records. Task: describe an organic reaction: reactants, conditions, products, and yield Yields the product S1CCNC(C2=C1SC=C2)=O (2,3-dihydrothieno[3,2-f]-1,4-thiazepin-5(4H)-one). Reaction conditions: time 20 minute. RXN SMILES: [S:1]1[C:5]2[S:6][CH2:7][CH2:8][C:9](=[N:10]O)[C:4]=2[CH:3]=[CH:2]1.[OH2:12]>>[S:6]1[C:5]2[S:1][CH:2]=[CH:3][C:4]=2[C:9](=[O:12])[NH:10][CH2:8][CH2:7]1. The reactants are polyphosphoric acid, S1C=CC2=C1SCCC2=NO (5,6-dihydro-4H-thieno[2,3-b]thiopyran-4-one 4-oxime), O (water). Procedure: To 300 g of polyphosphoric acid warmed at 70° C. was added 19.5 g of 5,6-dihydro-4H-thieno[2,3-b]thiopyran-4-one 4-oxime portionwise with stirring for 20 minutes. The mixture was stirred at 80° C. for 2.5 hours, poured into chilled water and extracted with chloroform. The extract was washed with water, dried over magnesium sulfate and concentrated under reduced pressure. The resulting crude crystals were recrystallized from ethanol to give 10 g of 2,3-dihydrothieno[3,2-f]-1,4-thiazepin-5(4H)-one... Reactants: [H-].[Na+] (NaH), C1(=CC=CC=C1)P(C1=CC=CC=C1)CS ((Diphenylphosphino)methanethiol), CSNC(C)=O (N-methylmercaptoacetamide), C(C)(=O)N[C@@H](CC1=CC=CC=C1)C(=O)O (N-acetylphenylalanine). Solvent: TBF, CN(C)C=O (DMF). Conditions: time 8 hour. Product: N([C@@H](CC1=CC=CC=C1)C(=O)SCP(C1=CC=CC=C1)C1=CC=CC=C1)C(=O)C (AcPheSCH2PPh2). Isolated yield 92.0%. As a reaction SMILES: [C:1]1([P:7]([CH2:14][SH:15])[C:8]2[CH:13]=[CH:12][CH:11]=[CH:10][CH:9]=2)[CH:6]=[CH:5][CH:4]=[CH:3][CH:2]=1.[H-].[Na+].CSNC(=O)C.[C:24]([NH:27][C@H:28]([C:36](O)=[O:37])[CH2:29][C:30]1[CH:35]=[CH:34][CH:33]=[CH:32][CH:31]=1)(=[O:26])[CH3:25]>CN(C=O)C>[NH:27]([C:24]([CH3:25])=[O:26])[C@H:28]([C:36]([S:15][CH2:14][P:7]([C:8]1[CH:13]=[CH:12][CH:11]=[CH:10][CH:9]=1)[C:1]1[CH:2]=[CH:3][CH:4]=[CH:5][CH:6]=1)=[O:37])[CH2:29][C:30]1[CH:35]=[CH:34][CH:33]=[CH:32][CH:31]=1 |f:1.2|. Procedure: Method A (transthioesterification). Phosphinothiol 20 (500 mg, 2.2 mmol) was dissolved in dry TBF (5 mL). The solution was deoxygenated by bubbling Ar(g) for 0.5 h. To this solution was added NaH (51.6 mg, 2.2 mmol). The mixture formed a slurry to which was added DMF (2 mL0 to dissolve any precipitate. The N-methylmercaptoacetamide (NMA) thioester of N-acetylphenylalanine (63 mg, 0.22 mmol) was added, and the reaction mixture was stirred for 8 h. Unreacted Phosphinothiol 20 was removed by adding... Reactants: C(C)(C)(C)C=1C=C(CN2C(O[C@H]3[C@@H](CS(C[C@H]23)(=O)=O)CC2=CC(=C(C(=C2)C[C@@H](C(F)(F)F)O)N=CN(C)C)F)=O)C=CC1 (N′-[4-[(3aR*,7S*,7aS*)-3-(3-tert-butyl-benzyl)-2,5,5-trioxo-octahydro-1-oxa-5lambda*6*-thia-3-aza-inden-7-ylmethyl]-2-fluoro-6-((S)-3,3,3-trifluoro-2-hydroxy-propyl)-phenyl]-N,N-dimethyl-formamidine), KOSi(CH3)4, C(=O)([O-])[O-].[K+].[K+] (K2CO3). Solvent: C1CCOC1 (THF). Conditions: temperature 60 celsius. The product is NC1=C(C=C(C[C@@H]2CS(C[C@@H]([C@H]2O)NCC2=CC(=CC=C2)C(C)(C)C)(=O)=O)C=C1C[C@@H](C(F)(F)F)O)F ((3S*,4S*,5R*)-3-[4-Amino-3-fluoro-5-((S)-3,3,3-trifluoro-2-hydroxy-propyl)-benzyl]-5-(3-tert-butyl-benzylamino)-1,1-dioxo-hexahydro-1lambda*6*-thiopyran-4-ol). As a reaction SMILES: [C:1]([C:5]1[CH:6]=[C:7]([CH:41]=[CH:42][CH:43]=1)[CH2:8][N:9]1[C@@H:17]2[C@H:12]([C@H:13]([CH2:20][C:21]3[CH:26]=[C:25]([CH2:27][C@H:28]([OH:33])[C:29]([F:32])([F:31])[F:30])[C:24]([N:34]=CN(C)C)=[C:23]([F:39])[CH:22]=3)[CH2:14][S:15](=[O:19])(=[O:18])[CH2:16]2)[O:11]C1=O)([CH3:4])([CH3:3])[CH3:2].C([O-])([O-])=O.[K+].[K+]>C1COCC1>[NH2:34][C:24]1[C:25]([CH2:27][C@H:28]([OH:33])[C:29]([F:32])([F:30])[F:31])=[CH:26][C:21]([CH2:20][C@H:13]2[C@H:12]([OH:11])[C@@H:17]([NH:9][CH2:8][C:7]3[CH:41]=[CH:42][CH:43]=[C:5]([C:1]([CH3:3])([CH3:2])[CH3:4])[CH:6]=3)[CH2:16][S:15](=[O:19])(=[O:18])[CH2:14]2)=[CH:22][C:23]=1[F:39] |f:1.2.3|. Procedure: To a solution of N′-[4-[(3aR*,7S*,7aS*)-3-(3-tert-butyl-benzyl)-2,5,5-trioxo-octahydro-1-oxa-5lambda*6*-thia-3-aza-inden-7-ylmethyl]-2-fluoro-6-((S)-3,3,3-trifluoro-2-hydroxy-propyl)-phenyl]-N,N-dimethyl-formamidine (0.1 g, 0.16 mmol) in anhydrous THF was added KOSi(CH3)4 (0.11 g, 0.8 mmol) and the reaction mixture was heated for 16 h at 60° C. The reaction mixture was added to cold 10% aq. K2CO3 solution and extracted with EtOAc. The combined organic layers were washed with 10% aq. K2CO3 soluti... As a reaction SMILES: [CH2:52]1[O:53][CH2:54][CH2:55][CH2:56]1.[CH3:30][O:31][c:32]1[cH:33][cH:34][c:35]([P:36]2(=[S:39])[S:37][P:38]([c:40]3[cH:41][cH:42][c:43]([O:44][CH3:45])[cH:46][cH:47]3)(=[S:48])[S:49]2)[cH:50][cH:51]1.[CH:1]1([NH:4][C:5]([c:6]2[cH:7][c:8](-[c:13]3[cH:14][c:15]4[cH:16][n:17][n:18][c:19]([N:23]5[CH2:24][CH2:25][O:26][CH2:27][CH2:28]5)[c:20]4[cH:21][cH:22]3)[c:9]([CH3:12])[cH:10][cH:11]2)=[O:29])[CH2:2][CH2:3]1>>[CH:1]1([NH:4][C:5]([c:6]2[cH:7][c:8](-[c:13]3[cH:14][c:15]4[cH:16][n:17][n:18][c:19]([N:23]5[CH2:24][CH2:25][O:26][CH2:27][CH2:28]5)[c:20]4[cH:21][cH:22]3)[c:9]([CH3:12])[cH:10][cH:11]2)=[S:39])[CH2:2][CH2:3]1. Starting materials: C1CCOC1, COc1ccc(P2(=S)SP(=S)(c3ccc(OC)cc3)S2)cc1, Cc1ccc(C(=O)NC2CC2)cc1-c1ccc2c(N3CCOCC3)nncc2c1. Yields the product Cc1ccc(C(=S)NC2CC2)cc1-c1ccc2c(N3CCOCC3)nncc2c1. The reactants are N(=[N+]=[N-])C1C(N(C2=C(CC1)C=CC=C2)C(C)C(=O)OC(C)(C)C)=O (3-azido-1-(1-t-butyloxycarbonylethyl)-2,3,4,5-tetrahydro-1H-[1]-benzazepin-2-one). The reagents and catalysts are [Pd] (Pd-C). Solvent: C(C)O (ethanol). The product is NC1C(N(C2=C(CC1)C=CC=C2)C(C)C(=O)OC(C)(C)C)=O (3-amino-1-(1-t-butyloxycarbonylethyl)-2,3,4,5-tetrahydro-1H-[1]-benzazepin-2-one). Reaction SMILES: [N:1]([CH:4]1[CH2:10][CH2:9][C:8]2[CH:11]=[CH:12][CH:13]=[CH:14][C:7]=2[N:6]([CH:15]([C:17]([O:19][C:20]([CH3:23])([CH3:22])[CH3:21])=[O:18])[CH3:16])[C:5]1=[O:24])=[N+]=[N-]>C(O)C.[Pd]>[NH2:1][CH:4]1[CH2:10][CH2:9][C:8]2[CH:11]=[CH:12][CH:13]=[CH:14][C:7]=2[N:6]([CH:15]([C:17]([O:19][C:20]([CH3:23])([CH3:22])[CH3:21])=[O:18])[CH3:16])[C:5]1=[O:24]. Reported procedure: A solution of 3-azido-1-(1-t-butyloxycarbonylethyl)-2,3,4,5-tetrahydro-1H-[1]-benzazepin-2-one (7 g) in ethanol (70 ml) was hydrogenated on a Parr shaker at 3 atmospheres pressure for 3 hours using 10% Pd-C (0.5 g) as catalyst. The catalyst was removed by filtration and the ethanol removed under reduced pressure to give 3-amino-1-(1-t-butyloxycarbonylethyl)-2,3,4,5-tetrahydro-1H-[1]-benzazepin-2-one as an oil. High pressure liquid chromatography (HPLC) indicated that the product was an approxima... Starting materials: Cl (hydrochloric acid), C(C)OC(=O)C=1C(C2=C(N(C1)CC)SC(=C2)C=NC(=O)OC)=O (4,7-Dihydro-7-ethyl-2-carbomethoxyiminomethyl-4-oxo-thieno[2,3-b]pyridine-5-carboxylic acid ethyl ester), C(C)OC(=O)C=1C(C2=C(N(C1)CC)SC(=C2)C=NC(=O)OC)=O (4,7-dihydro-7-ethyl-2-carbomethoxyiminomethyl-4-oxo-thieno[2,3-b]pyridine-5-carboxylic acid ethyl ester), [OH-].[Na+] (sodium hydroxide). Solvent: O (water), O (water). Run at time 3 hour. Yields the product C(C)N1C2=C(C(C(=C1)C(=O)O)=O)C=C(S2)C=NOCC(=O)O (4,7-dihydro-7-ethyl-2-carboxymethoxyiminomethyl-4-oxo-thieno[2,3-b]pyridine-5-carboxylic acid). Isolated yield 40.0%. As a reaction SMILES: C([O:3][C:4]([C:6]1[C:7](=[O:23])[C:8]2[CH:16]=[C:15]([CH:17]=[N:18]C(OC)=O)[S:14][C:9]=2[N:10]([CH2:12][CH3:13])[CH:11]=1)=[O:5])C.[OH-:24].[Na+].Cl>O>[CH2:12]([N:10]1[CH:11]=[C:6]([C:4]([OH:3])=[O:5])[C:7](=[O:23])[C:8]2[CH:16]=[C:15]([CH:17]=[N:18][O:24][CH2:6][C:4]([OH:5])=[O:3])[S:14][C:9]1=2)[CH3:13] |f:1.2|. Procedure details: To the solution obtained in Example V containing 4,7-dihydro-7-ethyl-2-carbomethoxyiminomethyl-4-oxo-thieno[2,3-b]pyridine-5-carboxylic acid ethyl ester was added 0.15 g (3.7 mmols) of sodium hydroxide in 5 ml of water. The medium was maintained under stirring for 3 hours at room-temperature. The precipitate formed was filtered out, washed with ethanol and then with ethyl ether. The product so obtained was then taken up in 200 ml of water and the solution was acidified with concentrated hydrochl... Reactants: Cl, COC(=O)CC1COC1, NC1CCC(CCN2CCC(c3cccc4c3OCO4)CC2)CC1. Product: O=C(CC1COC1)NC1CCC(CCN2CCC(c3cccc4c3OCO4)CC2)CC1. Reaction SMILES: [ClH:1].[O:26]1[CH2:27][CH:28]([CH2:30][C:31](=[O:32])[O:33][CH3:34])[CH2:29]1.[O:2]1[CH2:3][O:4][c:5]2[c:6]1[cH:7][cH:8][cH:9][c:10]2[CH:11]1[CH2:12][CH2:13][N:14]([CH2:17][CH2:18][CH:19]2[CH2:20][CH2:21][CH:22]([NH2:25])[CH2:23][CH2:24]2)[CH2:15][CH2:16]1>>[O:2]1[CH2:3][O:4][c:5]2[c:6]1[cH:7][cH:8][cH:9][c:10]2[CH:11]1[CH2:12][CH2:13][N:14]([CH2:17][CH2:18][CH:19]2[CH2:20][CH2:21][CH:22]([NH:25][C:31]([CH2:30][CH:28]3[CH2:27][O:26][CH2:29]3)=[O:32])[CH2:23][CH2:24]2)[CH2:15][CH2:16]1. Starting materials: CCCCCC.C(C)(=O)OCC (hexane ethyl acetate), [N+](CCCC)(CCCC)(CCCC)CCCC.[F-] (Bu4NF), CC(=O)O (AcOH), [Si](C)(C)(C(C)(C)C)OC[C@H]1CN2C(C[C@@H]2O1)=O ((3R, 5S)-3-(tert-butyldimethylsilyl)oxymethyl-4-oxa-1-azabicyclo [3,2,0] heptan-7-one). The solvent is C1CCOC1 (THF), C1CCOC1 (THF). Reaction conditions: time 2 hour. Yields the product OC[C@H]1CN2C(C[C@@H]2O1)=O ((3R, 5S)-3-hydroxymethyl-4-oxa-1-azabicyclo[3,2,0] heptan-7-one). Yield: 96.5%. As a reaction SMILES: [N+](CCCC)(CCCC)(CCCC)CCCC.[F-].CC(O)=O.[Si]([O:30][CH2:31][C@@H:32]1[O:38][C@@H:37]2[N:34]([C:35](=[O:39])[CH2:36]2)[CH2:33]1)(C(C)(C)C)(C)C.CCCCCC.C(OCC)(=O)C>C1COCC1>[OH:30][CH2:31][C@@H:32]1[O:38][C@@H:37]2[N:34]([C:35](=[O:39])[CH2:36]2)[CH2:33]1 |f:0.1,4.5|. Procedure: A THF solution of 1N Bu4NF (2.71 ml, 2.71 mmole) containing AcOH (90 mg, 1.5 mmole) was added to a solution of ref. compound 1A (465 mg, 1.81 mmole) in THF (5 ml) at 0-5° C. The mixture was stirred at room temperature for 2 hrs, then poured into a silica gel column. The column was eluented with hexane-ethyl acetate (1:2) and 250 mg of title compound was obtained as an oil.